This data is from the Open Reaction Database (ORD), a public repository of structured organic reaction records. The task is: describe an organic reaction: reactants, conditions, products, and yield Starting materials: BrC=1C=CC(=NC1OC)N (5-bromo-6-methoxypyridin-2-amine), CC1(OB(OC1(C)C)C(=C)C)C (4,4,5,5-tetramethyl-2-(prop-1-en-2-yl)-1,3,2-dioxaborolane), palladium tetrakis(triphenylphoshine), P(=O)([O-])([O-])[O-].[K+].[K+].[K+] (potassium phosphate), O (water). Solvent: CCOC(=O)C (EtOAc), CCOCC (Et2O), CC(=O)N(C)C (dimethylacetamide). Conditions: temperature 150 celsius. Product: COC1=C(C=CC(=N1)N)C(=C)C (6-methoxy-5-(prop-1-en-2-yl)pyridin-2-amine). As a reaction SMILES: Br[C:2]1[CH:3]=[CH:4][C:5]([NH2:10])=[N:6][C:7]=1[O:8][CH3:9].[CH3:11][C:12]1(C)[C:16](C)(C)OB(C(C)=C)O1.P([O-])([O-])([O-])=O.[K+].[K+].[K+].O>CC(N(C)C)=O.CCOC(C)=O.CCOCC>[CH3:9][O:8][C:7]1[N:6]=[C:5]([NH2:10])[CH:4]=[CH:3][C:2]=1[C:12]([CH3:16])=[CH2:11] |f:2.3.4.5|. Procedure: To a solution 5-bromo-6-methoxypyridin-2-amine (1.72 g, 8.47 mmol) in dimethylacetamide (26 mL) was added 4,4,5,5-tetramethyl-2-(prop-1-en-2-yl)-1,3,2-dioxaborolane (2.07 mL, 11.0 mmol), palladium tetrakis(triphenylphoshine) (979 mg, 847 μmol) and tribasic potassium phosphate (3.6 g, 16.9 mmol) in water (7.63 mL, 424 mmol). The mixture was sealed in a microwave vial and heated at 150° C. in a microwave for 15 min. Upon cooling, the mixture was diluted with EtOAc and Et2O, washed with water and b... Reactants: ClCC(=O)C(CC(C)C)NC(OC(C)(C)C)=O (tert.-butyl [1-(2-chloro-acetyl)-3-methyl-butyl]-carbamate), NC1=NC=CC(=C1)Cl (2-amino-4-chloro-pyridine). The solvent is CO (methanol). The product is C(=O)(OC(C)(C)C)N[C@@H](CC(C)C)C=1N=C2N(C=CC(=C2)Cl)C1 ((1S)—N-Boc-1-(7-chloro-imidazo[1,2-a]pyridin-2-yl)-3-methyl-butylamine). As a reaction SMILES: Cl[CH2:2][C:3]([CH:5]([NH:10][C:11](=[O:17])[O:12][C:13]([CH3:16])([CH3:15])[CH3:14])[CH2:6][CH:7]([CH3:9])[CH3:8])=O.[NH2:18][C:19]1[CH:24]=[C:23]([Cl:25])[CH:22]=[CH:21][N:20]=1>CO>[C:11]([NH:10][C@H:5]([C:3]1[N:18]=[C:19]2[CH:24]=[C:23]([Cl:25])[CH:22]=[CH:21][N:20]2[CH:2]=1)[CH2:6][CH:7]([CH3:9])[CH3:8])([O:12][C:13]([CH3:16])([CH3:15])[CH3:14])=[O:17]. Reported procedure: 1.68 g (6.37 mmol) tert.-butyl [1-(2-chloro-acetyl)-3-methyl-butyl]-carbamate in 15 ml of methanol are combined with 819 mg (6.37 mmol) 2-amino-4-chloro-pyridine at ambient temperature with stirring and the mixture is refluxed for 3 days. After evaporation i. vac. the residue is combined with 5% sodium hydrogen carbonate solution and stirred for 20 h at ambient temperature. Then it is extracted with dichloromethane, the combined organic phases are dried over sodium sulphate and evaporated down c... Starting materials: ClC1=C(C(=O)O)C=C(C=C1)Cl (2,5-dichlorobenzoic acid), C12(CC3CC(CC(C1)C3)C2)CN (1-adamantanemethylamine), Cl.CN(CCCN=C=NCC)C (1-(3-dimethylaminopropyl)-3-ethylcarbodiimide hydrochloride). Reagents/catalysts: CN(C1=CC=NC=C1)C (4-dimethylaminopyridine). Solvent: ClCCl (dichloromethane). The product is ClC1=C(C(=O)NCC23CC4CC(CC(C2)C4)C3)C=C(C=C1)Cl (2,5-Dichloro-N-(tricyclo[3.3.1.13,7]dec-1-ylmethyl)-benzamide). The yield is 84.0%. Reaction SMILES: [Cl:1][C:2]1[CH:10]=[CH:9][C:8]([Cl:11])=[CH:7][C:3]=1[C:4]([OH:6])=O.[C:12]12([CH2:22][NH2:23])[CH2:21][CH:16]3[CH2:17][CH:18]([CH2:20][CH:14]([CH2:15]3)[CH2:13]1)[CH2:19]2.Cl.CN(C)CCCN=C=NCC>CN(C)C1C=CN=CC=1.ClCCl>[Cl:1][C:2]1[CH:10]=[CH:9][C:8]([Cl:11])=[CH:7][C:3]=1[C:4]([NH:23][CH2:22][C:12]12[CH2:21][CH:16]3[CH2:15][CH:14]([CH2:20][CH:18]([CH2:17]3)[CH2:19]1)[CH2:13]2)=[O:6] |f:2.3|. Procedure details: Prepared according to the method described in Example 22 from 2,5-dichlorobenzoic acid (0.319 g), 1-adamantanemethylamine (0.25 g), 4-dimethylaminopyridine (0.20 g) and 1-(3-dimethylaminopropyl)-3-ethylcarbodiimide hydrochloride (0.321 g) in dichloromethane (30 ml). The crude product was purified by silica gel chromatography eluting with dichloromethane to give the title compound as a white solid (0.43 g). The reactants are NC1=NC=CC=C1OCC1=C(C=CC=C1)F (2-amino-3-(2-fluorobenzyloxy)pyridine), ClC1=CC=C(C=C1)N=C=S (4chlorophenyl isothiocyanate), C1(=CC=CC=C1)C (toluene). Solvent: C(C)OCC (diethyl ether). Product: FC1=C(COC=2C(=NC=CC2)NC(=S)NC2=CC=C(C=C2)Cl)C=CC=C1 (N-[3-(2-Fluorobenzyloxy)pyrid-2-yl]-N'-(4-chlorophenyl)thiourea). As a reaction SMILES: [NH2:1][C:2]1[C:7]([O:8][CH2:9][C:10]2[CH:15]=[CH:14][CH:13]=[CH:12][C:11]=2[F:16])=[CH:6][CH:5]=[CH:4][N:3]=1.[Cl:17][C:18]1[CH:23]=[CH:22][C:21]([N:24]=[C:25]=[S:26])=[CH:20][CH:19]=1.C1(C)C=CC=CC=1>C(OCC)C>[F:16][C:11]1[CH:12]=[CH:13][CH:14]=[CH:15][C:10]=1[CH2:9][O:8][C:7]1[C:2]([NH:1][C:25]([NH:24][C:21]2[CH:22]=[CH:23][C:18]([Cl:17])=[CH:19][CH:20]=2)=[S:26])=[N:3][CH:4]=[CH:5][CH:6]=1. Reported procedure: A mixture of 2-amino-3-(2-fluorobenzyloxy)pyridine (1.98 g, 0.0091 mol), 4chlorophenyl isothiocyanate (1.83 g, 0.011 mol) and toluene (10 ml) was refluxed for 3.5 hours, cooled and treated with diethyl ether to induce crystallisation of the product. Yield 1.98 g (56%), m.p. 141°-143